The task is: describe an organic reaction: reactants, conditions, products, and yield. This data is from the Open Reaction Database (ORD), a public repository of structured organic reaction records. The reactants are BrC1=CC=C(C=C1)O (4-bromophenol), C([O-])([O-])=O.[K+].[K+] (potassium carbonate), C(C)I (ethyl iodide). Run in CN(C=O)C (dimethylformamide). Run at temperature 0 celsius, time 2 hour. The product is C(C)OC1=CC=C(C=C1)Br (4-ethoxybromobenzene). RXN SMILES: [Br:1][C:2]1[CH:7]=[CH:6][C:5]([OH:8])=[CH:4][CH:3]=1.C(=O)([O-])[O-].[K+].[K+].[CH2:15](I)[CH3:16]>CN(C)C=O>[CH2:15]([O:8][C:5]1[CH:6]=[CH:7][C:2]([Br:1])=[CH:3][CH:4]=1)[CH3:16] |f:1.2.3|. Reported procedure: To a suspension of 4-bromophenol (5.00 g) and potassium carbonate (5.99 g) in anhydrous dimethylformamide (25 ml) was added ethyl iodide (2.77 ml) under ice-water cooling and the mixture was stirred at 0° C. for 2 hours. The mixture was partitioned between ethyl acetate and water. The organic layer was separated, washed with 2N aqueous sodium hydroxide solution, water and brine, dried over magnesium sulfate, and evaporated in vacuo to give 4-ethoxybromobenzene as yellow oil (5.44 g).